From a dataset of the Open Reaction Database (ORD), a public repository of structured organic reaction records. describe an organic reaction: reactants, conditions, products, and yield Starting materials: C[S-], CCOC(C)=O, COc1ccc2sc(C(N)=O)c(Cl)c2c1, [Na+], CN(C)C=O. Product: COc1ccc2sc(C(N)=O)c(SC)c2c1. As a reaction SMILES: [CH3:1][S-:2].[CH3:24][CH2:25][O:26][C:27](=[O:28])[CH3:29].[Cl:4][c:5]1[c:6]2[c:7]([s:8][c:9]1[C:10](=[O:11])[NH2:12])[cH:13][cH:14][c:15]([O:17][CH3:18])[cH:16]2.[Na+:3].[O:19]=[CH:20][N:21]([CH3:22])[CH3:23]>>[CH3:1][S:2][c:5]1[c:6]2[c:7]([s:8][c:9]1[C:10](=[O:11])[NH2:12])[cH:13][cH:14][c:15]([O:17][CH3:18])[cH:16]2. Reactants: ClC1=CC(=NC=2N1N=C(C2S(=O)(=O)C2=CC=C(C=C2)OC)SC)C (7-chloro-3-(4-methoxy-benzenesulphonyl)-5-methyl-2-methylsulphanyl-pyrazolo[1,5-a]pyrimidine), N (NH3). Run in CO (MeOH). The product is COC1=CC=C(C=C1)S(=O)(=O)C=1C(=NN2C1N=C(C=C2N)C)SC (3-(4-methoxy-benzenesulphonyl)-5-methyl-2-methylsulphanyl-pyrazolo[1,5-a]pyrimidin-7-ylamine). Reaction SMILES: Cl[C:2]1[N:7]2[N:8]=[C:9]([S:22][CH3:23])[C:10]([S:11]([C:14]3[CH:19]=[CH:18][C:17]([O:20][CH3:21])=[CH:16][CH:15]=3)(=[O:13])=[O:12])=[C:6]2[N:5]=[C:4]([CH3:24])[CH:3]=1.[NH3:25]>CO>[CH3:21][O:20][C:17]1[CH:18]=[CH:19][C:14]([S:11]([C:10]2[C:9]([S:22][CH3:23])=[N:8][N:7]3[C:2]([NH2:25])=[CH:3][C:4]([CH3:24])=[N:5][C:6]=23)(=[O:13])=[O:12])=[CH:15][CH:16]=1. Procedure details: In an analogous manner to that described in Example 4, from 7-chloro-3-(4-methoxy-benzenesulphonyl)-5-methyl-2-methylsulphanyl-pyrazolo[1,5-a]pyrimidine and NH3 in MeOH there was obtained 3-(4-methoxy-benzenesulphonyl)-5-methyl-2-methylsulphanyl-pyrazolo[1,5-a]pyrimidin-7-ylamine as colorless crystals, m.p.>230°. Yield: 76.1%. Starting materials: [Si](C)(C)(C(C)(C)C)OC[C@@H]1N([C@H](C2=CC=CC(=C2C1)\C=C\C(=O)OCC)C)C(=O)OC(C)(C)C (tert-butyl (1S,3R)-3-[[tert-butyl(dimethyl)silyl]oxymethyl]-5-[(E)-3-ethoxy-3-oxo-prop-1-enyl]-1-methyl-3,4-dihydro-1H-isoquinoline-2-carboxylate). Reaction SMILES: [Si:1]([O:8][CH2:9][C@H:10]1[CH2:19][C:18]2[C:13](=[CH:14][CH:15]=[CH:16][C:17]=2/[CH:20]=[CH:21]/[C:22]([O:24][CH2:25][CH3:26])=[O:23])[C@H:12]([CH3:27])[N:11]1[C:28]([O:30][C:31]([CH3:34])([CH3:33])[CH3:32])=[O:29])([C:4]([CH3:7])([CH3:6])[CH3:5])([CH3:3])[CH3:2]>[Pd].C(O)C>[Si:1]([O:8][CH2:9][C@H:10]1[CH2:19][C:18]2[C:13](=[CH:14][CH:15]=[CH:16][C:17]=2[CH2:20][CH2:21][C:22]([O:24][CH2:25][CH3:26])=[O:23])[C@H:12]([CH3:27])[N:11]1[C:28]([O:30][C:31]([CH3:33])([CH3:32])[CH3:34])=[O:29])([C:4]([CH3:7])([CH3:5])[CH3:6])([CH3:3])[CH3:2]. The product is [Si](C)(C)(C(C)(C)C)OC[C@@H]1N([C@H](C2=CC=CC(=C2C1)CCC(=O)OCC)C)C(=O)OC(C)(C)C (tert-butyl (1S,3R)-3-[[tert-butyl(dimethyl)silyl]oxymethyl]-5-(3-ethoxy-3-oxo-propyl)-1-methyl-3,4-dihydro-1H-isoquinoline-2-carboxylate). Conditions: time 1.5 hour. Reagents/catalysts: [Pd] (palladium on carbon). Procedure: Add 10% palladium on carbon (0.09 g) to a 100 ml Parr bottle. Purge with nitrogen. Add ethanol (5 mL) to wet the catalyst. Add tert-butyl (1S,3R)-3-[[tert-butyl(dimethyl)silyl]oxymethyl]-5-[(E)-3-ethoxy-3-oxo-prop-1-enyl]-1-methyl-3,4-dihydro-1H-isoquinoline-2-carboxylate (330 mg, 0.67 mmol) as a solution in ethanol (15 mL). Seal the bottle and purge with nitrogen. Purge the vessel with hydrogen and pressurize to 414 kPa of hydrogen. Shake at room temperature for 1.5 hours. Vent and open the ves... The solvent is C(C)O (ethanol), hexanes. The reactants are C(C)(C)C1=CC=C(C=C1)C(=O)C1=C(C=CC(=C1)OCC#C)NCC=1N=NN(N1)CCOC ((4-isopropyl-phenyl)-(2-{[2-(2-methoxy-ethyl)-2H-tetrazol-5-ylmethyl]-amino}-5-prop-2-ynyloxy-phenyl)-methanone), C(C1=CC=CC=C1)(=O)N=C=S (benzoylisothiocyanate). The product is C(C)(C)C1=CC=C(C=C1)C1=NC(N(C2=CC=C(C=C12)OCC#C)CC=1N=NN(N1)CCOC)=S (4-(4-isopropyl-phenyl)-1-[2-(2-methoxy-ethyl)-2H-tetrazol-5-ylmethyl]-6-prop-2-ynyloxy-1H-quinazolin-2-thione). RXN SMILES: [CH:1]([C:4]1[CH:9]=[CH:8][C:7]([C:10]([C:12]2[CH:17]=[C:16]([O:18][CH2:19][C:20]#[CH:21])[CH:15]=[CH:14][C:13]=2[NH:22][CH2:23][C:24]2[N:25]=[N:26][N:27]([CH2:29][CH2:30][O:31][CH3:32])[N:28]=2)=O)=[CH:6][CH:5]=1)([CH3:3])[CH3:2].C([N:41]=[C:42]=[S:43])(=O)C1C=CC=CC=1>>[CH:1]([C:4]1[CH:9]=[CH:8][C:7]([C:10]2[C:12]3[C:13](=[CH:14][CH:15]=[C:16]([O:18][CH2:19][C:20]#[CH:21])[CH:17]=3)[N:22]([CH2:23][C:24]3[N:25]=[N:26][N:27]([CH2:29][CH2:30][O:31][CH3:32])[N:28]=3)[C:42](=[S:43])[N:41]=2)=[CH:6][CH:5]=1)([CH3:3])[CH3:2]. Procedure details: The title compound (red foam) is prepared from (4-isopropyl-phenyl)-(2-{[2-(2-methoxy-ethyl)-2H-tetrazol-5-ylmethyl]-amino}-5-prop-2-ynyloxy-phenyl)-methanone and benzoylisothiocyanate as described for the preparation of example 111. Reactants: O (water), C(=O)([O-])[O-].[K+].[K+] (K2CO3), COC(=O)C=1C=CC=C2C1NCCO2 (3,4-dihydro-2H-benzo[1,4]oxazine-5-carboxylic acid methyl ester), CI (methyl iodide). The solvent is CCOC(=O)C (EtOAc), CN(C)C=O (DMF). Conditions: temperature 75 celsius, time 2 hour. Product: COC(=O)C=1C=CC=C2C1N(CCO2)C (4-methyl-3,4-dihydro-2H-benzo[1,4]oxazine-5-carboxylic Acid Methyl Ester). As a reaction SMILES: [C:1]([O-])([O-])=O.[K+].[K+].[CH3:7][O:8][C:9]([C:11]1[CH:12]=[CH:13][CH:14]=[C:15]2[O:20][CH2:19][CH2:18][NH:17][C:16]=12)=[O:10].CI.O>CN(C=O)C.CCOC(C)=O>[CH3:7][O:8][C:9]([C:11]1[CH:12]=[CH:13][CH:14]=[C:15]2[O:20][CH2:19][CH2:18][N:17]([CH3:1])[C:16]=12)=[O:10] |f:0.1.2|. Procedure: K2CO3 (1.79 mmol) is added to a solution of 3,4-dihydro-2H-benzo[1,4]oxazine-5-carboxylic acid methyl ester (0.78 mmol) in DMF (1.0 mL). After 30 min methyl iodide (1.55 mmol) is added and the mixture is stirred for 2 h at 75° C. Cold water and EtOAc are added, the layers are separated and the aq. layer is extracted with EtOAc. The combined organic layers are washed with water and brine, dried over MgSO4 and concentrated in vacuo to give a crude product which is used without further purification... The reactants are C(C)O (ethanol), OC=1C=C(C(=O)O)C=CC1I (3-hydroxy-4-iodobenzoic acid), C(C)O (ethanol). The solvent is Cl (HCl). Product: C(C)OC(C1=CC(=C(C=C1)I)O)=O (3-Hydroxy-4-iodo-benzoic acid ethyl ester). Yield: 97.0%. As a reaction SMILES: [OH:1][C:2]1[CH:3]=[C:4]([CH:8]=[CH:9][C:10]=1[I:11])[C:5]([OH:7])=[O:6].[CH2:12](O)[CH3:13]>Cl>[CH2:12]([O:6][C:5](=[O:7])[C:4]1[CH:8]=[CH:9][C:10]([I:11])=[C:2]([OH:1])[CH:3]=1)[CH3:13]. Procedure details: Dissolve 3-hydroxy-4-iodobenzoic acid (2.02 g, 7.65 mmol) in ethanol saturated with HCl gas (50 ml). Heat the solution under reflux overnight. Evaporate ethanol to yield 3-Hydroxy-4-iodo-benzoic acid ethyl ester compound (97% yield).